Dataset: the Open Reaction Database (ORD), a public repository of structured organic reaction records. Task: describe an organic reaction: reactants, conditions, products, and yield Starting materials: CO, COC(=O)CCCCCCCn1ccnc1-c1ccccc1, [Na+], [OH-], O. The product is O=C(O)CCCCCCCn1ccnc1-c1ccccc1. As a reaction SMILES: [CH3:26][OH:27].[CH3:3][O:4][C:5]([CH2:6][CH2:7][CH2:8][CH2:9][CH2:10][CH2:11][CH2:12][n:13]1[c:14](-[c:18]2[cH:19][cH:20][cH:21][cH:22][cH:23]2)[n:15][cH:16][cH:17]1)=[O:24].[Na+:2].[OH-:1].[OH2:25]>>[O:4]=[C:5]([CH2:6][CH2:7][CH2:8][CH2:9][CH2:10][CH2:11][CH2:12][n:13]1[c:14](-[c:18]2[cH:19][cH:20][cH:21][cH:22][cH:23]2)[n:15][cH:16][cH:17]1)[OH:24].